This data is from the Open Reaction Database (ORD), a public repository of structured organic reaction records. The task is: describe an organic reaction: reactants, conditions, products, and yield Starting materials: O1CCC(=CC1)C=1C(=NC=CC1)OC1=CC=C(C=C1)C(=O)C1=NC2=C(N1C)C=CC=C2 ((4-(3-(3,6-dihydro-2H-pyran-4-yl)pyridin-2-yloxy)phenyl)(1-methyl-1H-benzo[d]imidazol-2-yl)methanone). The reagents and catalysts are [O-2].[O-2].[Mn+4] (manganese dioxide), [OH-].[OH-].[Pd+2] (Pd(OH)2). The solvent is C1CCOC1 (THF). Reaction conditions: time 24 hour. Yields the product CN1C(=NC2=C1C=CC=C2)C(=O)C2=CC=C(C=C2)OC2=NC=CC=C2C2CCOCC2 ((1-methyl-1H-benzo[d]imidazol-2-yl)(4-(3-(tetrahydro-2H-pyran-4-yl)pyridin-2-yloxy)phenyl)methanone). RXN SMILES: [O:1]1[CH2:6][CH:5]=[C:4]([C:7]2[C:8]([O:13][C:14]3[CH:19]=[CH:18][C:17]([C:20]([C:22]4[N:26]([CH3:27])[C:25]5[CH:28]=[CH:29][CH:30]=[CH:31][C:24]=5[N:23]=4)=[O:21])=[CH:16][CH:15]=3)=[N:9][CH:10]=[CH:11][CH:12]=2)[CH2:3][CH2:2]1>C1COCC1.[OH-].[OH-].[Pd+2].[O-2].[O-2].[Mn+4]>[CH3:27][N:26]1[C:25]2[CH:28]=[CH:29][CH:30]=[CH:31][C:24]=2[N:23]=[C:22]1[C:20]([C:17]1[CH:16]=[CH:15][C:14]([O:13][C:8]2[C:7]([CH:4]3[CH2:5][CH2:6][O:1][CH2:2][CH2:3]3)=[CH:12][CH:11]=[CH:10][N:9]=2)=[CH:19][CH:18]=1)=[O:21] |f:2.3.4,5.6.7|. Procedure details: A solution of (4-(3-(3,6-dihydro-2H-pyran-4-yl)pyridin-2-yloxy)phenyl)(1-methyl-1H-benzo[d]imidazol-2-yl)methanone (0.120 g, 0.292 mmol) in THF (10 mL) was evacuated and treated with Pd(OH)2 (20 mg) under nitrogen. The reaction was stirred under a hydrogen atmosphere with a balloon. After 24 hours, the reaction was filtered through a small plug of celite and the filtrate was treated with manganese dioxide (0.254 g, 2.92 mmol). The reaction was stirred at 50° C. for 1 hour and filtered through ce...